This data is from the Open Reaction Database (ORD), a public repository of structured organic reaction records. The task is: describe an organic reaction: reactants, conditions, products, and yield The reactants are Cl.C1(=CC=CC=C1)CCC(=N)N (3-Phenylpropionamidine hydrochloride), C[O-].[Na+] (sodium methoxide), N(O)=C(C(=O)OCC)C#N (Ethyl α-oximinocyanoacetate). Conditions: time 5.25 hour. Product: NC=1N=C(NC(C1N=O)=O)CCC1=CC=CC=C1 (4-amino-5-nitroso-2-(2-phenylethyl)pyrimid-6-one). As a reaction SMILES: Cl.[C:2]1([CH2:8][CH2:9][C:10]([NH2:12])=[NH:11])[CH:7]=[CH:6][CH:5]=[CH:4][CH:3]=1.C[O-].[Na+].[N:16](=[C:18]([C:24]#[N:25])[C:19](OCC)=[O:20])[OH:17]>>[NH2:25][C:24]1[N:11]=[C:10]([CH2:9][CH2:8][C:2]2[CH:7]=[CH:6][CH:5]=[CH:4][CH:3]=2)[NH:12][C:19](=[O:20])[C:18]=1[N:16]=[O:17] |f:0.1,2.3|. Procedure details: 3-Phenylpropionamidine hydrochloride (4.33 g; prepared as described by P. W. Neber and A. Uber, Leibig's Annalen der Chemie, 1928, 467, 52) was added to a solution of sodium methoxide (prepared from 2.17 g. sodium and 37 ml. anhydrous methanol). Ethyl α-oximinocyanoacetate (3.34 g.) was added, and the mixture was refluxed with stirring for 5.25 hours and left to stand overnight. The mauve solid was filtered off and washed with a small quantity of anhydrous methanol to give the crude sodium salt ... Starting materials: C(C)OC(C[C@@H]1CCC2=CC(=CC=C12)OCCCBr)=O (ethyl[(1S)-5-(3-bromopropoxy)-2,3-dihydro-1H-inden-1-yl]acetate), C(C)C=1N=C(OC1)C1=CC(=C(C=C1)O)OC (4-(4-ethyl-1,3-oxazol-2-yl)-2-methoxyphenol), C(=O)([O-])[O-].[Cs+].[Cs+] (Cs2CO3). Reagents/catalysts: O (water). Solvent: CN(C)C=O (DMF). Run at time 16 hour. The product is C(C)C=1N=C(OC1)C1=CC(=C(OCCCOC=2C=C3CC[C@H](C3=CC2)CC(=O)OCC)C=C1)OC (ethyl ((1S)-5-{3-[4-(4-ethyl-1,3-oxazol-2-yl)-2-methoxy-phenoxy]propoxy}-2,3-dihydro-1H-inden-1-yl)acetate). The yield is 84.3%. Reaction SMILES: [CH2:1]([O:3][C:4](=[O:20])[CH2:5][C@H:6]1[C:14]2[C:9](=[CH:10][C:11]([O:15][CH2:16][CH2:17][CH2:18]Br)=[CH:12][CH:13]=2)[CH2:8][CH2:7]1)[CH3:2].[CH2:21]([C:23]1[N:24]=[C:25]([C:28]2[CH:33]=[CH:32][C:31]([OH:34])=[C:30]([O:35][CH3:36])[CH:29]=2)[O:26][CH:27]=1)[CH3:22].C([O-])([O-])=O.[Cs+].[Cs+]>CN(C=O)C.O>[CH2:21]([C:23]1[N:24]=[C:25]([C:28]2[CH:33]=[CH:32][C:31]([O:34][CH2:18][CH2:17][CH2:16][O:15][C:11]3[CH:10]=[C:9]4[C:14](=[CH:13][CH:12]=3)[C@H:6]([CH2:5][C:4]([O:3][CH2:1][CH3:2])=[O:20])[CH2:7][CH2:8]4)=[C:30]([O:35][CH3:36])[CH:29]=2)[O:26][CH:27]=1)[CH3:22] |f:2.3.4|. Procedure: To a solution of [(1S-5-(3-bromopropoxy)-2,3-dihydro-1H-inden-1-yl]acetate (Example 45) (93.4mg, 0.274 mmol) and 4-(4-ethyl-1,3-oxazol-2-yl)-2-methoxyphenol (40.0 mg, 0.182 mmol) (Example 172) in DMF (4 mL) was added Cs2CO3 (118.9 mg, 0.365 mmol) and water (4 drops). The reaction mixture was stirred at rt for 16 h, then filtered, and the filtrate concentrated under reduced pressure. Purification by preparative HPLC (acetonitrile/water (v/v)=1:1 to 9:1 gradient) gave 73.6 mg (84%) of the title co... Starting materials: resultant solution, CC=1N=CSC1C(=O)O (4-methyl-5-thiazole carboxylic acid), S(=O)(Cl)Cl (thionyl chloride), C(C)(=O)OCC (ethyl acetate), NC1=C2C(CC(C2=CC=C1)(C)C)C (4-amino-1,1,3-trimethylindane). Run in C(C)N(CC)CC (triethylamine). The product is CC=1N=CSC1C(=O)NC1=C2C(CC(C2=CC=C1)(C)C)C (4-methyl-N-(1,1,3-trimethylindan-4-yl)thiazole-5-carboxamide). Isolated yield 51.7%. As a reaction SMILES: [CH3:1][C:2]1[N:3]=[CH:4][S:5][C:6]=1[C:7]([OH:9])=O.S(Cl)(Cl)=O.C(OCC)(=O)C.[NH2:20][C:21]1[CH:29]=[CH:28][CH:27]=[C:26]2[C:22]=1[CH:23]([CH3:32])[CH2:24][C:25]2([CH3:31])[CH3:30]>C(N(CC)CC)C>[CH3:1][C:2]1[N:3]=[CH:4][S:5][C:6]=1[C:7]([NH:20][C:21]1[CH:29]=[CH:28][CH:27]=[C:26]2[C:22]=1[CH:23]([CH3:32])[CH2:24][C:25]2([CH3:31])[CH3:30])=[O:9]. Procedure details: A mixture of 1.7 g (10.3 mmols) of 4-methyl-5-thiazole carboxylic acid and 10 ml of thionyl chloride was refluxed for 1 hour. The reaction solution was distilled under reduced pressure to remove excess thionyl chloride. The residue was dissolved in 10 ml of ethyl acetate. The solution was added to 10 ml of an ethyl acetate solution of 1.8 g (10.3 mmols) of 4-amino-1,1,3-trimethylindane and 4 ml of triethylamine, and the resultant solution was stirred at room temperature for 3 hours. The solution... The reactants are CO, [H][H], O=[N+]([O-])c1ccc2c(c1)CCOCC2, [Pd]. Yields the product Nc1ccc2c(c1)CCOCC2. As a reaction SMILES: [CH3:17][OH:18].[H:15][H:16].[N+:1]([O-:2])(=[O:3])[c:4]1[cH:5][cH:6][c:7]2[c:8]([cH:14]1)[CH2:9][CH2:10][O:11][CH2:12][CH2:13]2.[Pd:19]>>[NH2:1][c:4]1[cH:5][cH:6][c:7]2[c:8]([cH:14]1)[CH2:9][CH2:10][O:11][CH2:12][CH2:13]2. Starting materials: ClC1=NC2=CC=CC=C2N=C1 (2-Chloroquinoxaline), OCC=1N(C=C(N1)C1=CC=CC=C1)S(=O)(=O)N(C)C (2-(Hydroxymethyl)-N,N-dimethyl-4-phenyl-1H-imidazole-1-sulfonamide), [H-].[Na+] (NaH), CO (MeOH). Run in CN(C)C=O (DMF), O (H2O), CN(C)C=O (DMF). Reaction conditions: temperature 0 celsius, time 2 minute. Product: CN(S(=O)(=O)N1C(=NC(=C1)C1=CC=CC=C1)COC1=NC2=CC=CC=C2N=C1)C (N,N-dimethyl-4-phenyl-2-((quinoxalin-2-yloxy)methyl)-1H-imidazole-1-sulfonamide). RXN SMILES: [OH:1][CH2:2][C:3]1[N:4]([S:14]([N:17]([CH3:19])[CH3:18])(=[O:16])=[O:15])[CH:5]=[C:6]([C:8]2[CH:13]=[CH:12][CH:11]=[CH:10][CH:9]=2)[N:7]=1.[H-].[Na+].Cl[C:23]1[CH:32]=[N:31][C:30]2[C:25](=[CH:26][CH:27]=[CH:28][CH:29]=2)[N:24]=1.CO>CN(C=O)C.O>[CH3:18][N:17]([CH3:19])[S:14]([N:4]1[CH:5]=[C:6]([C:8]2[CH:13]=[CH:12][CH:11]=[CH:10][CH:9]=2)[N:7]=[C:3]1[CH2:2][O:1][C:23]1[CH:32]=[N:31][C:30]2[C:25](=[CH:26][CH:27]=[CH:28][CH:29]=2)[N:24]=1)(=[O:15])=[O:16] |f:1.2|. Procedure details: 2-(Hydroxymethyl)-N,N-dimethyl-4-phenyl-1H-imidazole-1-sulfonamide (0.79 mmol) was dissolved in anhydrous DMF (5 mL) and cooled to 0° C. NaH (60% dispersion in mineral oil, 47 mg, 1.19 mmol) was added and the suspension was stirred for 2 min. 2-Chloroquinoxaline (195 mg, 1.19 mmol) in anhydrous DMF (3 mL) was added dropwise and the resulting suspension was allowed to warm to room temperature. After 2 h, MeOH (10 mL) was added slowly. The crude reaction mixture was poured into H2O (30 mL) and ext... Reactants: CC(C)C(C(=O)O)N1CC(NC(=O)Cc2ccccc2)C1=O, O=C([O-])O, ClCCl, CCCCO, CN(C)c1ccccc1, C[Si](C)(C)Cl, CC(C)O, ClP(Cl)(Cl)(Cl)Cl, [Na+], O. Product: CC(C)C(C(=O)O)N1CC(N)C1=O. As a reaction SMILES: [C:1](=[O:2])([OH:3])[CH:4]([CH:5]([CH3:6])[CH3:7])[N:8]1[C:9](=[O:22])[CH:10]([NH:12][C:13](=[O:14])[CH2:15][c:16]2[cH:17][cH:18][cH:19][cH:20][cH:21]2)[CH2:11]1.[C:43](=[O:44])([OH:45])[O-:46].[CH2:48]([Cl:49])[Cl:50].[CH2:56]([OH:57])[CH2:58][CH2:59][CH3:60].[CH3:23][N:24]([c:25]1[cH:26][cH:27][cH:28][cH:29][cH:30]1)[CH3:31].[CH3:32][Si:33]([Cl:34])([CH3:35])[CH3:36].[CH:52]([OH:53])([CH3:54])[CH3:55].[Cl:37][P:38]([Cl:39])([Cl:40])([Cl:41])[Cl:42].[Na+:47].[OH2:51]>>[C:1](=[O:2])([OH:3])[CH:4]([CH:5]([CH3:6])[CH3:7])[N:8]1[C:9](=[O:22])[CH:10]([NH2:12])[CH2:11]1. Reactants: [N+](=O)([O-])C=1C=C(C=C2C=C(NC12)C(=O)OCC)OC(F)(F)F (ethyl 7-nitro-5-(trifluoromethoxy)-1H-indole-2-carboxylate), [H-].[Na+] (sodium hydride), CN(C=O)C (N,N-dimethylformamide), COCCl (chloromethyl methyl ether). The solvent is O1CCCC1 (tetrahydrofuran), C(C)(=O)OCC (ethyl acetate). Run at temperature 4 celsius, time 20 minute. The product is COCN1C(=CC2=CC(=CC(=C12)[N+](=O)[O-])OC(F)(F)F)C(=O)OCC (Ethyl 1-(methoxymethyl)-7-nitro-5-(trifluoromethoxy)-1H-indole-2-carboxylate). Isolated yield 74.0%. Reaction SMILES: [N+:1]([C:4]1[CH:5]=[C:6]([O:18][C:19]([F:22])([F:21])[F:20])[CH:7]=[C:8]2[C:12]=1[NH:11][C:10]([C:13]([O:15][CH2:16][CH3:17])=[O:14])=[CH:9]2)([O-:3])=[O:2].[H-].[Na+].CN(C)C=O.[CH3:30][O:31][CH2:32]Cl>O1CCCC1.C(OCC)(=O)C>[CH3:30][O:31][CH2:32][N:11]1[C:12]2[C:8](=[CH:7][C:6]([O:18][C:19]([F:22])([F:20])[F:21])=[CH:5][C:4]=2[N+:1]([O-:3])=[O:2])[CH:9]=[C:10]1[C:13]([O:15][CH2:16][CH3:17])=[O:14] |f:1.2|. Procedure: A mixture of ethyl 7-nitro-5-(trifluoromethoxy)-1H-indole-2-carboxylate (1.19 g), 60% sodium hydride (0.18 g) and N,N-dimethylformamide (20 mL) was stirred at 4° C. for 20 min. A solution (5 mL) of chloromethyl methyl ether (0.33 mL) in tetrahydrofuran was added dropwise. After stirring at 4° C. for 3 hr, the reaction solution was diluted with ethyl acetate, washed with aqueous citric acid solution, water and saturated brine, dried over anhydrous magnesium sulfate, and concentrated under reduced... Starting materials: BrC1=CN=CN1C (5-bromo-1-methyl-1H-imidazole), N1=CC=C(C2=CC=CC=C12)C=O (quinoline-4-carbaldehyde), Grignard reagent. Solvent: C1CCOC1 (THF), C1CCOC1 (THF). Run at temperature 0 celsius, time 30 minute. Yields the product CN1C=NC=C1C(O)C1=CC=NC2=CC=CC=C12 ((1-Methyl-1H-imidazol-5-yl)(quinolin-4-yl)methanol). RXN SMILES: Br[C:2]1[N:6]([CH3:7])[CH:5]=[N:4][CH:3]=1.[N:8]1[C:17]2[C:12](=[CH:13][CH:14]=[CH:15][CH:16]=2)[C:11]([CH:18]=[O:19])=[CH:10][CH:9]=1>C1COCC1>[CH3:7][N:6]1[C:2]([CH:18]([C:11]2[C:12]3[C:17](=[CH:16][CH:15]=[CH:14][CH:13]=3)[N:8]=[CH:9][CH:10]=2)[OH:19])=[CH:3][N:4]=[CH:5]1. Procedure: Analogous to the general method described in J. Org. Chem. 2004, 69, 8115 and Chem. Pharm. Bull 1997, 1145. To a 2-necked flask containing 5-bromo-1-methyl-1H-imidazole (2.05 g, 12.7 mmol) was added THF (50 mL) and the solution was cooled to 0° C. To this clear homogeneous solution was added isopropyl magnesium chloride-LiCl complex (1.3 M, 10.5 mL, 13.6 mmol) which initially resulted in a white suspension, but became grayish once the addition of the Grignard reagent was complete. The reaction w... Reactants: C1CCOC1, COC(=O)c1sccc1N=NN(C)C, [NH4+], [OH-], O. The product is CN(C)N=Nc1ccsc1C(N)=O. RXN SMILES: [CH2:18]1[O:19][CH2:20][CH2:21][CH2:22]1.[CH3:3][N:4]([CH3:5])[N:6]=[N:7][c:8]1[c:9]([C:13]([O:15][CH3:14])=[O:16])[s:10][cH:11][cH:12]1.[NH4+:1].[OH-:2].[OH2:17]>>[NH2:1][C:13]([c:9]1[c:8]([N:7]=[N:6][N:4]([CH3:3])[CH3:5])[cH:12][cH:11][s:10]1)=[O:15].